Dataset: the Open Reaction Database (ORD), a public repository of structured organic reaction records. Task: describe an organic reaction: reactants, conditions, products, and yield Reactants: BrC=1C=C(C=CC1)OC (3-bromoanisole), B(OC(C)C)(OC(C)C)OC(C)C (triisopropyl borate). The product is COC=1C=C(C=CC1)OB(O)O (3-Methoxyphenylboric acid). The yield is 82.0%. RXN SMILES: Br[C:2]1[CH:3]=[C:4]([O:8][CH3:9])[CH:5]=[CH:6][CH:7]=1.[B:10]([O:19]C(C)C)([O:15]C(C)C)[O:11]C(C)C>>[CH3:9][O:8][C:4]1[CH:3]=[C:2]([O:11][B:10]([OH:19])[OH:15])[CH:7]=[CH:6][CH:5]=1. Procedure: 3-Methoxyphenylboric acid was prepared in the same manner as described in Example 33B from 3-bromoanisole and triisopropyl borate in 82% yield. This was used in the next step without any further purification. The reactants are O=C1Cc2ccccc2CO1, CO, Cl, O. The product is COC(=O)Cc1ccccc1CCl. RXN SMILES: [CH2:2]1[O:3][C:4](=[O:12])[CH2:5][c:6]2[cH:7][cH:8][cH:9][cH:10][c:11]21.[CH3:13][OH:14].[ClH:1].[OH2:15]>>[Cl:1][CH2:2][c:11]1[c:6]([CH2:5][C:4]([O:3][CH3:13])=[O:12])[cH:7][cH:8][cH:9][cH:10]1. Reactants: COc1ncc(-c2cnc(NC(C)C)s2)cc1Br, C1CCOC1, Cl, [Na+], [OH-]. Yields the product CC(C)Nc1ncc(-c2c[nH]c(=O)c(Br)c2)s1. RXN SMILES: [Br:1][c:2]1[cH:3][c:4](-[c:10]2[cH:11][n:12][c:13]([NH:15][CH:16]([CH3:17])[CH3:18])[s:14]2)[cH:5][n:6][c:7]1[O:8][CH3:9].[CH2:22]1[O:23][CH2:24][CH2:25][CH2:26]1.[ClH:19].[Na+:21].[OH-:20]>>[Br:1][c:2]1[cH:3][c:4](-[c:10]2[cH:11][n:12][c:13]([NH:15][CH:16]([CH3:17])[CH3:18])[s:14]2)[cH:5][nH:6][c:7]1=[O:8]. Starting materials: COC(C1=CC=CC=C1)=C1C(NC2=CC3=C(C=C12)OCO3)=O (3-(1-methoxy-1-phenyl-methylidene)-5,6-methylenedioxy-2-indolinone), CN(CCN(C1=CC=C(C=C1)N)S(=O)(=O)C)C (N-(2-dimethylamino-ethyl)-N-methylsulphonyl-p-phenylenediamine). Product: CN(CCN(S(=O)(=O)C)C1=CC=C(N\C(\C2=CC=CC=C2)=C\2/C(NC3=CC4=C(C=C23)OCO4)=O)C=C1)C (3-(Z)-(1-{4-[N-(2-dimethylaminoethyl)-N-methylsulphonyl-amino]-anilino}-1-phenyl-methylidene)-5,6-methylenedioxy-2-indolinone). RXN SMILES: CO[C:3](=[C:10]1[C:18]2[C:13](=[CH:14][C:15]3[O:21][CH2:20][O:19][C:16]=3[CH:17]=2)[NH:12][C:11]1=[O:22])[C:4]1[CH:9]=[CH:8][CH:7]=[CH:6][CH:5]=1.[CH3:23][N:24]([CH3:39])[CH2:25][CH2:26][N:27]([S:35]([CH3:38])(=[O:37])=[O:36])[C:28]1[CH:33]=[CH:32][C:31]([NH2:34])=[CH:30][CH:29]=1>>[CH3:23][N:24]([CH3:39])[CH2:25][CH2:26][N:27]([C:28]1[CH:29]=[CH:30][C:31]([NH:34]/[C:3](=[C:10]2\[C:11](=[O:22])[NH:12][C:13]3[C:18]\2=[CH:17][C:16]2[O:19][CH2:20][O:21][C:15]=2[CH:14]=3)/[C:4]2[CH:5]=[CH:6][CH:7]=[CH:8][CH:9]=2)=[CH:32][CH:33]=1)[S:35]([CH3:38])(=[O:37])=[O:36]. Procedure: Prepared from 3-(1-methoxy-1-phenyl-methylidene)-5,6-methylenedioxy-2-indolinone and N-(2-dimethylamino-ethyl)-N-methylsulphonyl-p-phenylenediamine Reaction SMILES: [CH3:1][O:2][C:3]([c:4]1[cH:5][cH:6][c:7]([CH:10]([C:11](=[O:12])[NH2:13])[CH:14]([CH3:15])[c:16]2[c:17]([N:23]([CH3:24])[CH3:25])[cH:18][cH:19][c:20]([Cl:22])[cH:21]2)[cH:8][cH:9]1)=[O:26].[CH3:29][CH2:30][OH:31].[Na+:28].[OH-:27].[OH2:32]>>[O:2]=[C:3]([c:4]1[cH:5][cH:6][c:7]([CH:10]([C:11](=[O:12])[NH2:13])[CH:14]([CH3:15])[c:16]2[c:17]([N:23]([CH3:24])[CH3:25])[cH:18][cH:19][c:20]([Cl:22])[cH:21]2)[cH:8][cH:9]1)[OH:26]. The product is CC(c1cc(Cl)ccc1N(C)C)C(C(N)=O)c1ccc(C(=O)O)cc1. The reactants are COC(=O)c1ccc(C(C(N)=O)C(C)c2cc(Cl)ccc2N(C)C)cc1, CCO, [Na+], [OH-], O.